Dataset: the Open Reaction Database (ORD), a public repository of structured organic reaction records. Task: describe an organic reaction: reactants, conditions, products, and yield The reactants are N1C=CC=2C(=CC=C(C12)C(=O)OC)C(=O)OC(C)(C)C (4-tert-butyl 7-methyl 1H-indole-4,7-dicarboxylate), O1CCCC1 (terahydrofuran), O (water), aqueous solution, [OH-].[Li+] (lithium hydroxide). Run in CO (methanol). Reaction conditions: temperature 40 celsius. The product is C(C)(C)(C)OC(=O)C1=C2C=CNC2=C(C=C1)C(=O)O (4-(tert-butoxycarbonyl)-1H-indole-7-carboxylic acid). Yield: 65.6%. Reaction SMILES: [NH:1]1[C:9]2[C:8]([C:10]([O:12]C)=[O:11])=[CH:7][CH:6]=[C:5]([C:14]([O:16][C:17]([CH3:20])([CH3:19])[CH3:18])=[O:15])[C:4]=2[CH:3]=[CH:2]1.O1CCCC1.O.[OH-].[Li+]>CO>[C:17]([O:16][C:14]([C:5]1[CH:6]=[CH:7][C:8]([C:10]([OH:12])=[O:11])=[C:9]2[C:4]=1[CH:3]=[CH:2][NH:1]2)=[O:15])([CH3:20])([CH3:18])[CH3:19] |f:3.4|. Procedure: To a solution of 4-tert-butyl 7-methyl 1H-indole-4,7-dicarboxylate (0.58 g, 2.10 mmol) in a mixture of methanol (20 mL), terahydrofuran (10 mL) and water (10 mL) was added a 2M aqueous solution of lithium hydroxide (2.1 mL, 4.20 mmol), and the reaction mixture was stirred at 40° C. until full consumption of starting material. The organic portion of the solvent was evaporated and the pH of the aqueous solution was adjusted to 3-4 by the addition of 1 M aqueous hydrochloric acid. The acidic aqueou...